describe an organic reaction: reactants, conditions, products, and yield From a dataset of the Open Reaction Database (ORD), a public repository of structured organic reaction records. Starting materials: F[C@@H]1CO[C@@H](CC[C@H]1NC(OC(C)(C)C)=O)C1=C(C=NN1C)[N+](=O)[O-] (tert-butyl ((3S,4R,7S)-3-fluoro-7-(1-methyl-4-nitro-1H-pyrazol-5-yl)oxepan-4-yl)carbamate), F[C@@H]1CO[C@@H](CC[C@H]1NC(OC(C)(C)C)=O)C1=C(C=NN1C)[N+](=O)[O-] (tert-butyl ((3S,4R,7S)-3-fluoro-7-(1-methyl-4-nitro-1H-pyrazol-5-yl)oxepan-4-yl)carbamate), FC1=C(C(=CC(=C1)OC1CCOCC1)F)C1=C(C=CC(=N1)C(=O)O)F (6-(2,6-difluoro-4-((tetrahydro-2H-pyran-4-yl)oxy)phenyl)-5-fluoropicolinic acid). Product: N[C@@H]1CC[C@H](OC[C@H]1F)C1=C(C=NN1C)NC(C1=NC(=C(C=C1)F)C1=C(C=C(C=C1F)OC1CCOCC1)F)=O (N-(5-((2S,5R,6S)-5-Amino-6-fluorooxepan-2-yl)-1-methyl-1H-pyrazol-4-yl)-6-(2,6-difluoro-4-((tetrahydro-2H-pyran-4-yl)oxy)phenyl)-5-fluoropicolinamide). Reaction SMILES: [F:1][C@H:2]1[C@H:8]([NH:9]C(=O)OC(C)(C)C)[CH2:7][CH2:6][C@@H:5]([C:17]2[N:21]([CH3:22])[N:20]=[CH:19][C:18]=2[N+:23]([O-])=O)[O:4][CH2:3]1.[F:26][C:27]1[CH:32]=[C:31]([O:33][CH:34]2[CH2:39][CH2:38][O:37][CH2:36][CH2:35]2)[CH:30]=[C:29]([F:40])[C:28]=1[C:41]1[N:46]=[C:45]([C:47](O)=[O:48])[CH:44]=[CH:43][C:42]=1[F:50]>>[NH2:9][C@H:8]1[C@H:2]([F:1])[CH2:3][O:4][C@H:5]([C:17]2[N:21]([CH3:22])[N:20]=[CH:19][C:18]=2[NH:23][C:47](=[O:48])[C:45]2[CH:44]=[CH:43][C:42]([F:50])=[C:41]([C:28]3[C:29]([F:40])=[CH:30][C:31]([O:33][CH:34]4[CH2:35][CH2:36][O:37][CH2:38][CH2:39]4)=[CH:32][C:27]=3[F:26])[N:46]=2)[CH2:6][CH2:7]1. Reported procedure: Following the procedure for Example 111 starting from tert-butyl ((3S,4R,7S)-3-fluoro-7-(1-methyl-4-nitro-1H-pyrazol-5-yl)oxepan-4-yl)carbamate (Intermediate 80), and replacing 5-((tert-butoxycarbonyl)amino)-2-(2,6-difluorophenyl)thiazole-4-carboxylic acid with 6-(2,6-difluoro-4-((tetrahydro-2H-pyran-4-yl)oxy)phenyl)-5-fluoropicolinic acid (see US2012/225062) gave 197. 1H NMR (400 MHz, DMSO-d6) δ 10.19 (s, 1H), 8.25 (dd, J=8.7, 4.0 Hz, 1H), 8.11 (t, J=8.9 Hz, 1H), 7.91 (s, 1H), 6.99 (d, J=10.2 H... The reactants are COC(=O)C=1C=C2C=CNC2=CC1 (Methyl-indole-5-carboxylate), C(C)[Mg]Br (ethylmagnesium bromide), CC1(C(C1(C)C)C(=O)Cl)C (2,2,3,3-tetramethylcyclopropanecarbonyl chloride). Reagents/catalysts: [Cl-].[Zn+2].[Cl-] (zinc chloride). Run in ClCCl (dichloromethane). Yields the product COC(=O)C=1C=C2C(=CNC2=CC1)C(=O)C1C(C1(C)C)(C)C (3-(2,2,3,3-Tetramethyl-cyclopropanecarbonyl)-1H-indole-5-carboxylic acid methyl ester). Isolated yield 64.7%. As a reaction SMILES: [CH3:1][O:2][C:3]([C:5]1[CH:6]=[C:7]2[C:11](=[CH:12][CH:13]=1)[NH:10][CH:9]=[CH:8]2)=[O:4].C([Mg]Br)C.[CH3:18][C:19]1([CH3:27])[C:21]([CH3:23])([CH3:22])[CH:20]1[C:24](Cl)=[O:25]>ClCCl.[Cl-].[Zn+2].[Cl-]>[CH3:1][O:2][C:3]([C:5]1[CH:6]=[C:7]2[C:11](=[CH:12][CH:13]=1)[NH:10][CH:9]=[C:8]2[C:24]([CH:20]1[C:21]([CH3:23])([CH3:22])[C:19]1([CH3:27])[CH3:18])=[O:25])=[O:4] |f:4.5.6|. Procedure: Methyl-indole-5-carboxylate (Lancaster, 3.0 g, 17 mmol), ethylmagnesium bromide (1.0 M solution in THF, 21 mL, 21 mmol), zinc chloride (1.0 M solution in Et2O, 21 mL, 21 mmol) and the product of Example 1A (26 mmol) in 50 mL of dichloromethane were processed as described in Example 1B to provide the title compound (3.4 g, 11 mmol, 66% yield). MS (DCI/NH3) m/z 300 (M+H)+. The reactants are CCCCc1nc(C)[nH]c(=O)c1Cc1ccc(-c2ccccc2C#N)cc1, CCCCP(CCCC)CCCC, Cc1nc(C)c(CO)s1, CCOC(C)=O, O=C(N=NC(=O)N1CCCCC1)N1CCCCC1, C1CCOC1. The product is CCCCc1nc(C)n(Cc2sc(C)nc2C)c(=O)c1Cc1ccc(-c2ccccc2C#N)cc1. RXN SMILES: [CH2:1]([CH2:2][CH2:3][CH3:4])[c:5]1[n:6][c:7]([CH3:27])[nH:8][c:9](=[O:26])[c:10]1[CH2:11][c:12]1[cH:13][cH:14][c:15](-[c:18]2[c:19]([C:24]#[N:25])[cH:20][cH:21][cH:22][cH:23]2)[cH:16][cH:17]1.[CH2:46]([P:47]([CH2:48][CH2:49][CH2:50][CH3:51])[CH2:52][CH2:53][CH2:54][CH3:55])[CH2:56][CH2:57][CH3:58].[CH3:59][c:60]1[s:61][c:62]([CH2:66][OH:67])[c:63]([CH3:65])[n:64]1.[CH3:68][CH2:69][O:70][C:71](=[O:72])[CH3:73].[N:28]([C:29]([N:30]1[CH2:31][CH2:32][CH2:33][CH2:34][CH2:35]1)=[O:36])=[N:37][C:38]([N:39]1[CH2:40][CH2:41][CH2:42][CH2:43][CH2:44]1)=[O:45].[O:74]1[CH2:75][CH2:76][CH2:77][CH2:78]1>>[CH2:1]([CH2:2][CH2:3][CH3:4])[c:5]1[n:6][c:7]([CH3:27])[n:8]([CH2:66][c:62]2[s:61][c:60]([CH3:59])[n:64][c:63]2[CH3:65])[c:9](=[O:26])[c:10]1[CH2:11][c:12]1[cH:13][cH:14][c:15](-[c:18]2[c:19]([C:24]#[N:25])[cH:20][cH:21][cH:22][cH:23]2)[cH:16][cH:17]1. Reactants: O.NN (Hydrazine hydrate), C(C)(=O)O[C@@H]1[C@H](O[C@H]([C@H]1OC(C1=CC=CC=C1)=O)COC(C1=CC=CC=C1)=O)N1C(=O)NC(=O)C(=C1)F (1-(2-O-Acetyl-3,5-di-O-Benzoyl-β-L-Xylofuranosyl)-5-Fluorouracil), CC(=O)C (Acetone). The solvent is C(C)(=O)O (acetic acid), N1=CC=CC=C1 (pyridine). Reaction conditions: time 8 hour. Yields the product C(C1=CC=CC=C1)(=O)O[C@H]1[C@@H]([C@H](O[C@H]1COC(C1=CC=CC=C1)=O)N1C(=O)NC(=O)C(=C1)F)O (1-(3,5-Di-O-benzoyl-β-L-xylofuranosyl)-5-fluorouracil). Isolated yield 87.0%. As a reaction SMILES: O.NN.C([O:7][C@H:8]1[C@H:12]([O:13][C:14](=[O:21])[C:15]2[CH:20]=[CH:19][CH:18]=[CH:17][CH:16]=2)[C@H:11]([CH2:22][O:23][C:24](=[O:31])[C:25]2[CH:30]=[CH:29][CH:28]=[CH:27][CH:26]=2)[O:10][C@@H:9]1[N:32]1[CH:39]=[C:38]([F:40])[C:36](=[O:37])[NH:35][C:33]1=[O:34])(=O)C.CC(C)=O>C(O)(=O)C.N1C=CC=CC=1>[C:14]([O:13][C@@H:12]1[C@H:11]([CH2:22][O:23][C:24](=[O:31])[C:25]2[CH:26]=[CH:27][CH:28]=[CH:29][CH:30]=2)[O:10][C@H:9]([N:32]2[CH:39]=[C:38]([F:40])[C:36](=[O:37])[NH:35][C:33]2=[O:34])[C@H:8]1[OH:7])(=[O:21])[C:15]1[CH:16]=[CH:17][CH:18]=[CH:19][CH:20]=1 |f:0.1|. Procedure details: Hydrazine hydrate (2.80 mL, 57.4 mmol) was added to a solution of 1-(2-O-acetyl-3,5-di-O-benzoyl-β-L-xylofuranosyl)-5-fluorouracil 2 (9.80 g, 19.1 mmol) in acetic acid (35 mL) and pyridine (150 mL). The resulting solution was stirred overnight at room temperature. Acetone (50 mL) was added and the mixture was stirred during 2 h. The reaction mixture was concentrated to a small volume and partitioned between ethyl acetate (200 mL) and water (200 mL). Layers were separated and the organic phase wa... Starting materials: C1CCOC1, CN1CCN(c2ccc(N)cc2)CC1, Cn1ncc(Cl)c1C(=O)Nc1cccc(C(=O)c2ccc3c(c2)NC(=O)C3=CO)c1. Yields the product CN1CCN(c2ccc(NC=C3C(=O)Nc4cc(C(=O)c5cccc(NC(=O)c6c(Cl)cnn6C)c5)ccc43)cc2)CC1. As a reaction SMILES: [CH2:45]1[O:46][CH2:47][CH2:48][CH2:49]1.[CH3:31][N:32]1[CH2:33][CH2:34][N:35]([c:38]2[cH:39][cH:40][c:41]([NH2:44])[cH:42][cH:43]2)[CH2:36][CH2:37]1.[OH:1][CH:2]=[C:3]1[C:4](=[O:30])[NH:5][c:6]2[cH:7][c:8]([C:12](=[O:13])[c:14]3[cH:15][c:16]([NH:20][C:21](=[O:22])[c:23]4[n:24]([CH3:29])[n:25][cH:26][c:27]4[Cl:28])[cH:17][cH:18][cH:19]3)[cH:9][cH:10][c:11]21>>[CH:2](=[C:3]1[C:4](=[O:30])[NH:5][c:6]2[cH:7][c:8]([C:12](=[O:13])[c:14]3[cH:15][c:16]([NH:20][C:21](=[O:22])[c:23]4[n:24]([CH3:29])[n:25][cH:26][c:27]4[Cl:28])[cH:17][cH:18][cH:19]3)[cH:9][cH:10][c:11]21)[NH:44][c:41]1[cH:40][cH:39][c:38]([N:35]2[CH2:34][CH2:33][N:32]([CH3:31])[CH2:37][CH2:36]2)[cH:43][cH:42]1. Reactants: C(C1=CC=CC=C1)OC=1C=C2C(=C3C(=C(NC13)C(F)(F)F)C(=O)OC)C(CN2C(=O)OC(C)(C)C)CCl (methyl 5-benzyloxy-3-t-butoxycarbonyl-1-chloromethyl-7-trifluoromethyl-1,2,3,6-tetrahydropyrrolo[3,2-e]indole-8-carboxylate), C(=O)[O-].[NH4+] (ammonium formate). The reagents and catalysts are [Pd] (palladium on carbon). Solvent: O1CCCC1 (tetrahydrofuran). Run at time 1 hour. Product: COC(=O)C1=C(NC2=C(C=C3C(=C12)C(CN3C(=O)OC(C)(C)C)CCl)O)C(F)(F)F (methyl-3-t-butoxycarbonyl-1-chloromethyl-5-hydroxy-7-trifluoromethyl-1,2,3,6-tetrahydropyrrolo[3,2-e]indole-8-carboxylate). RXN SMILES: C([O:8][C:9]1[CH:10]=[C:11]2[N:28]([C:29]([O:31][C:32]([CH3:35])([CH3:34])[CH3:33])=[O:30])[CH2:27][CH:26]([CH2:36][Cl:37])[C:12]2=[C:13]2[C:17]=1[NH:16][C:15]([C:18]([F:21])([F:20])[F:19])=[C:14]2[C:22]([O:24][CH3:25])=[O:23])C1C=CC=CC=1.C([O-])=O.[NH4+]>O1CCCC1.[Pd]>[CH3:25][O:24][C:22]([C:14]1[C:13]2[C:17](=[C:9]([OH:8])[CH:10]=[C:11]3[N:28]([C:29]([O:31][C:32]([CH3:35])([CH3:33])[CH3:34])=[O:30])[CH2:27][CH:26]([CH2:36][Cl:37])[C:12]3=2)[NH:16][C:15]=1[C:18]([F:21])([F:20])[F:19])=[O:23] |f:1.2|. Procedure: In 2.63 ml of tetrahydrofuran, was dissolved 106.7 mg (198 μmol) of methyl 5-benzyloxy-3-t-butoxycarbonyl-1-chloromethyl-7-trifluoromethyl-1,2,3,6-tetrahydropyrrolo[3,2-e]indole-8-carboxylate. Thereto, 64 mg of 10% palladium on carbon was added, and then 656.4 μl of 25% ammonium formate was added dropwise under ice cooling. The mixture was stirred for one hour, and then the reaction mixture was extracted with ethyl acetate. The extract was dried over anhydrous sodium sulfate, and the solvent was... Reactants: ClCCl, COc1cc2c(Oc3ccc4[nH]c(C)cc4c3F)cnnc2cc1O, CCOC(=O)N=NC(=O)OCC, CN(C)C=O, OCCOc1ccncc1, c1ccc(P(c2ccccc2)c2ccccc2)cc1. The product is COc1cc2c(Oc3ccc4[nH]c(C)cc4c3F)cnnc2cc1OCCOc1ccncc1. Reaction SMILES: [CH2:72]([Cl:73])[Cl:74].[F:13][c:14]1[c:15]2[cH:16][c:17]([CH3:37])[nH:18][c:19]2[cH:20][cH:21][c:22]1[O:23][c:24]1[cH:25][n:26][n:27][c:28]2[cH:29][c:30]([OH:36])[c:31]([O:34][CH3:35])[cH:32][c:33]12.[O:1]=[C:2]([O:3][CH2:4][CH3:5])[N:6]=[N:7][C:8]([O:9][CH2:10][CH3:11])=[O:12].[O:67]=[CH:68][N:69]([CH3:70])[CH3:71].[OH:38][CH2:39][CH2:40][O:41][c:42]1[cH:43][cH:44][n:45][cH:46][cH:47]1.[c:48]1([P:49]([c:50]2[cH:51][cH:52][cH:53][cH:54][cH:55]2)[c:56]2[cH:57][cH:58][cH:59][cH:60][cH:61]2)[cH:62][cH:63][cH:64][cH:65][cH:66]1>>[F:13][c:14]1[c:15]2[cH:16][c:17]([CH3:37])[nH:18][c:19]2[cH:20][cH:21][c:22]1[O:23][c:24]1[cH:25][n:26][n:27][c:28]2[cH:29][c:30]([O:36][CH2:39][CH2:40][O:41][c:42]3[cH:43][cH:44][n:45][cH:46][cH:47]3)[c:31]([O:34][CH3:35])[cH:32][c:33]12.